This data is from the Open Reaction Database (ORD), a public repository of structured organic reaction records. The task is: describe an organic reaction: reactants, conditions, products, and yield Starting materials: CC1(C)Oc2ccc(C#N)cc2C2OC21, CS(C)=O, [H-], Cn1nc(N)ccc1=O, [Na+]. Yields the product Cn1nc(NC2c3cc(C#N)ccc3OC(C)(C)C2O)ccc1=O. Reaction SMILES: [CH3:1][C:2]1([CH3:15])[O:3][c:4]2[cH:5][cH:6][c:7]([C:13]#[N:14])[cH:8][c:9]2[CH:10]2[CH:11]1[O:12]2.[CH3:27][S:28](=[O:29])[CH3:30].[H-:26].[NH2:16][c:17]1[n:18][n:19]([CH3:24])[c:20](=[O:23])[cH:21][cH:22]1.[Na+:25]>>[CH3:1][C:2]1([CH3:15])[O:3][c:4]2[cH:5][cH:6][c:7]([C:13]#[N:14])[cH:8][c:9]2[CH:10]([NH:16][c:17]2[n:18][n:19]([CH3:24])[c:20](=[O:23])[cH:21][cH:22]2)[CH:11]1[OH:12]. Starting materials: CS(=O)c1nccc(-c2ccc(S(=O)(=O)NC3CCN(Cc4cccc(C#N)c4)C3=O)s2)n1, CS(=O)(=O)c1nccc(-c2ccc(S(=O)(=O)NC3CCN(Cc4cccc(C#N)c4)C3=O)s2)n1, CCO. The product is N#Cc1cccc(CN2CCC(NS(=O)(=O)c3ccc(-c4ccnc(N)n4)s3)C2=O)c1. Reaction SMILES: [C:1](#[N:2])[c:3]1[cH:4][c:5]([CH2:6][N:7]2[C:8](=[O:30])[CH:9]([NH:12][S:13](=[O:14])(=[O:15])[c:16]3[s:17][c:18](-[c:21]4[n:22][c:23]([S:27]([CH3:28])=[O:29])[n:24][cH:25][cH:26]4)[cH:19][cH:20]3)[CH2:10][CH2:11]2)[cH:31][cH:32][cH:33]1.[C:34](#[N:35])[c:36]1[cH:37][c:38]([CH2:42][N:43]2[CH2:44][CH2:45][CH:46]([NH:47][S:48]([c:49]3[s:50][c:51](-[c:52]4[cH:53][cH:54][n:55][c:56]([S:57]([CH3:58])(=[O:59])=[O:60])[n:61]4)[cH:62][cH:63]3)(=[O:64])=[O:65])[C:66]2=[O:67])[cH:39][cH:40][cH:41]1.[CH3:68][CH2:69][OH:70]>>[C:1](#[N:2])[c:3]1[cH:4][c:5]([CH2:6][N:7]2[C:8](=[O:30])[CH:9]([NH:12][S:13](=[O:14])(=[O:15])[c:16]3[s:17][c:18](-[c:21]4[n:22][c:23]([NH2:35])[n:24][cH:25][cH:26]4)[cH:19][cH:20]3)[CH2:10][CH2:11]2)[cH:31][cH:32][cH:33]1. The yield is 88.9%. Run at time 18 hour. Procedure details: A solution of ethyl N-[5-bromoacetyl-2-(phenylmethoxy)phenyl]carbamate (0.58 g), N-[6-(3-phenylpropoxy)hexyl]benzenemethanamine hydrobromide (0.66 g) and DEA (0.48 g) in dichloromethane (15 ml) was stirred at room temperature under nitrogen for 26 h. Dichloromethane (50 ml) was added, the solution washed successively with 2N hydrochloric acid (50 ml), water (50 ml), 8% sodium bicarbonate solution (50 ml), dried and evaporated in vacuo. The residual brown oil (1.02 g) in absolute ethanol (20 ml) ... Run in ClCCl (dichloromethane), ClCCl (Dichloromethane). Reactants: BrCC(=O)C=1C=CC(=C(C1)NC(OCC)=O)OCC1=CC=CC=C1 (ethyl N-[5-bromoacetyl-2-(phenylmethoxy)phenyl]carbamate), Br.C1(=CC=CC=C1)CCCOCCCCCCNCC1=CC=CC=C1 (N-[6-(3-phenylpropoxy)hexyl]benzenemethanamine hydrobromide). Yields the product OC(CN(CCCCCCOCCCC1=CC=CC=C1)CC1=CC=CC=C1)C=1C=CC(=C(C1)NC(OCC)=O)OCC1=CC=CC=C1 (Ethyl N-[5-[1-hydroxy-2-[(phenylmethyl)[6-(3-phenylpropoxy)hexyl]amino]ethyl]-2-(phenylmethoxy)phenyl]carbamate). As a reaction SMILES: Br[CH2:2][C:3]([C:5]1[CH:6]=[CH:7][C:8]([O:17][CH2:18][C:19]2[CH:24]=[CH:23][CH:22]=[CH:21][CH:20]=2)=[C:9]([NH:11][C:12](=[O:16])[O:13][CH2:14][CH3:15])[CH:10]=1)=[O:4].Br.[C:26]1([CH2:32][CH2:33][CH2:34][O:35][CH2:36][CH2:37][CH2:38][CH2:39][CH2:40][CH2:41][NH:42][CH2:43][C:44]2[CH:49]=[CH:48][CH:47]=[CH:46][CH:45]=2)[CH:31]=[CH:30][CH:29]=[CH:28][CH:27]=1>ClCCl>[OH:4][CH:3]([C:5]1[CH:6]=[CH:7][C:8]([O:17][CH2:18][C:19]2[CH:24]=[CH:23][CH:22]=[CH:21][CH:20]=2)=[C:9]([NH:11][C:12](=[O:16])[O:13][CH2:14][CH3:15])[CH:10]=1)[CH2:2][N:42]([CH2:43][C:44]1[CH:49]=[CH:48][CH:47]=[CH:46][CH:45]=1)[CH2:41][CH2:40][CH2:39][CH2:38][CH2:37][CH2:36][O:35][CH2:34][CH2:33][CH2:32][C:26]1[CH:31]=[CH:30][CH:29]=[CH:28][CH:27]=1 |f:1.2|.